Dataset: the Open Reaction Database (ORD), a public repository of structured organic reaction records. Task: describe an organic reaction: reactants, conditions, products, and yield The reactants are c1ccc2c(c1)CCNC2, COC(=O)c1ccccc1S(=O)(=O)Cl. Product: COC(=O)c1ccccc1S(=O)(=O)N1CCc2ccccc2C1. As a reaction SMILES: [CH2:15]1[NH:16][CH2:17][CH2:18][c:19]2[cH:20][cH:21][cH:22][cH:23][c:24]21.[CH3:1][O:2][C:3]([c:4]1[c:5]([S:10](=[O:11])(=[O:12])[Cl:13])[cH:6][cH:7][cH:8][cH:9]1)=[O:14]>>[CH3:1][O:2][C:3]([c:4]1[c:5]([S:10](=[O:11])(=[O:12])[N:16]2[CH2:15][c:24]3[c:19]([cH:20][cH:21][cH:22][cH:23]3)[CH2:18][CH2:17]2)[cH:6][cH:7][cH:8][cH:9]1)=[O:14].